This data is from the Open Reaction Database (ORD), a public repository of structured organic reaction records. The task is: describe an organic reaction: reactants, conditions, products, and yield The reactants are Cl (HCl), BrC=1C(=C2C=NNC2=CC1)F (5-bromo-4-fluoro-1H-indazole), [H-].[Na+] (sodium hydride), C([O-])(O)=O.[Na+] (sodium bicarbonate), C(CCC)[Li] (n-butyllithium). Run in CN(C)C=O (DMF). Run at time 15 minute. Yields the product FC1=C2C=NNC2=CC=C1C=O (4-fluoro-1H-indazole-5-carbaldehyde). As a reaction SMILES: Br[C:2]1[C:3]([F:11])=[C:4]2[C:8](=[CH:9][CH:10]=1)[NH:7][N:6]=[CH:5]2.[H-].[Na+].C([Li])CCC.Cl.[C:20](=O)(O)[O-:21].[Na+]>CN(C=O)C>[F:11][C:3]1[C:2]([CH:20]=[O:21])=[CH:10][CH:9]=[C:8]2[C:4]=1[CH:5]=[N:6][NH:7]2 |f:1.2,5.6|. Reported procedure: To a mixture of 5-bromo-4-fluoro-1H-indazole (4 mmol) and sodium hydride (4.3 mmol) in an Argon-purged round-bottom flask was added dry THF (10 mL) at rt. The mixture was stirred at rt for 15 min, during which time it became homogeneous (dark brown). The mixture was then cooled to −78° C., and a solution of n-butyllithium (8.7 mmol, 1.6 M in hexane) was added dropwise. After stirring for 1 h at −78° C., DMF (2 mL) was added dropwise and the mixture was allowed to warm to rt. After 3 h, the mixtu...